This data is from the Open Reaction Database (ORD), a public repository of structured organic reaction records. The task is: describe an organic reaction: reactants, conditions, products, and yield Starting materials: CS(C)=O, O=C(NCc1c[nH]cn1)c1ccc(Cl)s1, [Cu]I, N#CN=c1ccccn1-c1ccc(I)cc1, [K+], [K+], O=C([O-])[O-], Oc1cccc2cccnc12. The product is N#CN=c1ccccn1-c1ccc(-n2cnc(CNC(=O)c3ccc(Cl)s3)c2)cc1. As a reaction SMILES: [CH3:49][S:50]([CH3:51])=[O:52].[Cl:17][c:18]1[cH:19][cH:20][c:21]([C:23](=[O:24])[NH:25][CH2:26][c:27]2[n:28][cH:29][nH:30][cH:31]2)[s:22]1.[Cu:53][I:54].[I:1][c:2]1[cH:3][cH:4][c:5](-[n:8]2[c:9](=[N:14][C:15]#[N:16])[cH:10][cH:11][cH:12][cH:13]2)[cH:6][cH:7]1.[K+:43].[K+:44].[O-:45][C:46]([O-:47])=[O:48].[OH:32][c:33]1[cH:34][cH:35][cH:36][c:37]2[c:38]1[n:39][cH:40][cH:41][cH:42]2>>[c:2]1(-[n:30]2[cH:29][n:28][c:27]([CH2:26][NH:25][C:23]([c:21]3[cH:20][cH:19][c:18]([Cl:17])[s:22]3)=[O:24])[cH:31]2)[cH:3][cH:4][c:5](-[n:8]2[c:9](=[N:14][C:15]#[N:16])[cH:10][cH:11][cH:12][cH:13]2)[cH:6][cH:7]1.